From a dataset of the Open Reaction Database (ORD), a public repository of structured organic reaction records. describe an organic reaction: reactants, conditions, products, and yield Starting materials: AcOEt-Hexanes, BrC1=CC=C2C=CC(=NC2=C1OC)O (7-Bromo-8-methoxyquinolin-2-ol), O=P(Cl)(Cl)Cl (POCl3). Product: BrC1=CC=C2C=CC(=NC2=C1OC)Cl (7-Bromo-2-chloro-8-methoxyquinoline). The yield is 84.0%. RXN SMILES: [Br:1][C:2]1[C:11]([O:12][CH3:13])=[C:10]2[C:5]([CH:6]=[CH:7][C:8](O)=[N:9]2)=[CH:4][CH:3]=1.O=P(Cl)(Cl)[Cl:17]>>[Br:1][C:2]1[C:11]([O:12][CH3:13])=[C:10]2[C:5]([CH:6]=[CH:7][C:8]([Cl:17])=[N:9]2)=[CH:4][CH:3]=1. Reported procedure: A mixture of 7-bromo-8-methoxy-2-quinolinol (4c) (2.22 g, 8.7 mmol) and POCl3 (7 mL) was heated under reflux for 1.5 hours. After neutralization with NaHCO3 and extraction with AcOEt, the residue was dissolved in CHCl3 and filtered through silica gel to remove the brown polar impurities. The product (1.99 g, 84% yield) was obtained as white crystals upon recrystallization from AcOEt-Hexanes. mp 130-132° C.; 1H NMR (400 MHz, CDCl3), 8.06 (d, J=8.8 Hz, 1H), 7.66 (d, J=9.2 Hz, 1H), 7.42 (d, J=9.2 H... Reactants: C(C)(C)(C)OC(=O)C=1N(C2=CC=CC=C2C1)CC(COC1=CC=C(C=C1)CCCCCCCC)O (tert-butyl-1-[2-hydroxy-3-(4-octylphenoxy)propyl]indole-2-carboxylate), C(C)(=O)OC(C)=O (acetic anhydride), C(O)([O-])=O.[Na+] (sodium hydrogen carbonate), [Na+].[Cl-] (NaCl). Solvent: CS(=O)C (DMSO), CS(=O)C (DMSO). Run at time 10 minute. The product is C(C)(C)(C)OC(=O)C=1N(C2=CC=CC=C2C1)CC(COC1=CC=C(C=C1)CCCCCCCC)=O (tert-Butyl-1-[3-(4-octylphenoxy)-2-oxopropyl]indole-2-carboxylate). RXN SMILES: C(OC(=O)C)(=O)C.[C:8]([O:12][C:13]([C:15]1[N:16]([CH2:24][CH:25]([OH:42])[CH2:26][O:27][C:28]2[CH:33]=[CH:32][C:31]([CH2:34][CH2:35][CH2:36][CH2:37][CH2:38][CH2:39][CH2:40][CH3:41])=[CH:30][CH:29]=2)[C:17]2[C:22]([CH:23]=1)=[CH:21][CH:20]=[CH:19][CH:18]=2)=[O:14])([CH3:11])([CH3:10])[CH3:9].C(=O)([O-])O.[Na+].[Na+].[Cl-]>CS(C)=O>[C:8]([O:12][C:13]([C:15]1[N:16]([CH2:24][C:25](=[O:42])[CH2:26][O:27][C:28]2[CH:33]=[CH:32][C:31]([CH2:34][CH2:35][CH2:36][CH2:37][CH2:38][CH2:39][CH2:40][CH3:41])=[CH:30][CH:29]=2)[C:17]2[C:22]([CH:23]=1)=[CH:21][CH:20]=[CH:19][CH:18]=2)=[O:14])([CH3:11])([CH3:10])[CH3:9] |f:2.3,4.5|. Procedure: 1.02 g (10.0 mmol) acetic anhydride are mixed with 10 ml absolute DMSO, stirred at room temperature for 10 min and added drop-wise to a solution of 0.120 g (0.250 mmol) tert-butyl-1-[2-hydroxy-3-(4-octylphenoxy)propyl]indole-2-carboxylate in 10 ml absolute DMSO. Having stirred for 8 hours, the solution is poured into a mixture of 5% sodium hydrogen carbonate solution and saturated NaCl solution (1:1, v/v) and hydrolyzed for 10 min. Four extractions with diethyl ether, combination of the organic ... The product is O=NN1CCOCC1C(=O)O. RXN SMILES: [ClH:10].[N:11](=[O:12])[O-:13].[Na+:14].[O:1]1[CH2:2][CH:3]([C:7](=[O:8])[OH:9])[NH:4][CH2:5][CH2:6]1.[OH2:15]>>[O:1]1[CH2:2][CH:3]([C:7](=[O:8])[OH:9])[N:4]([N:11]=[O:12])[CH2:5][CH2:6]1. Starting materials: Cl, O=N[O-], [Na+], O=C(O)C1COCCN1, O. The reactants are CC(=O)OCC1OC(N=[N+]=[N-])C(OC(C)=O)C(OC(C)=O)C1OC1OC(COC(C)=O)C(OC(C)=O)C(OC(C)=O)C1OC(C)=O, CO. Product: CC(=O)OCC1OC(N)C(OC(C)=O)C(OC(C)=O)C1OC1OC(COC(C)=O)C(OC(C)=O)C(OC(C)=O)C1OC(C)=O. RXN SMILES: [C:1]([CH3:2])(=[O:3])[O:4][CH:5]1[CH:6]([O:24][CH:25]2[CH:26]([O:43][C:44]([CH3:45])=[O:46])[CH:27]([O:39][C:40]([CH3:41])=[O:42])[CH:28]([N:36]=[N+:37]=[N-:38])[O:29][CH:30]2[CH2:31][O:32][C:33]([CH3:34])=[O:35])[O:7][CH:8]([CH2:19][O:20][C:21]([CH3:22])=[O:23])[CH:9]([O:15][C:16]([CH3:17])=[O:18])[CH:10]1[O:11][C:12]([CH3:13])=[O:14].[CH3:47][OH:48]>>[C:1]([CH3:2])(=[O:3])[O:4][CH:5]1[CH:6]([O:24][CH:25]2[CH:26]([O:43][C:44]([CH3:45])=[O:46])[CH:27]([O:39][C:40]([CH3:41])=[O:42])[CH:28]([NH2:36])[O:29][CH:30]2[CH2:31][O:32][C:33]([CH3:34])=[O:35])[O:7][CH:8]([CH2:19][O:20][C:21]([CH3:22])=[O:23])[CH:9]([O:15][C:16]([CH3:17])=[O:18])[CH:10]1[O:11][C:12]([CH3:13])=[O:14].